The task is: describe an organic reaction: reactants, conditions, products, and yield. This data is from the Open Reaction Database (ORD), a public repository of structured organic reaction records. The reactants are CC1(C)C(=O)N(Br)C(=O)N1Br, CC(=O)O, O=C(c1cccc(C(F)(F)F)c1)C(F)(F)F, O, O=S(=O)(O)O. Product: O=C(c1cc(Br)cc(C(F)(F)F)c1)C(F)(F)F. Reaction SMILES: [Br:17][N:18]1[C:19]([CH3:20])([CH3:21])[C:22](=[O:23])[N:24]([Br:25])[C:26]1=[O:27].[CH3:29][C:30](=[O:31])[OH:32].[F:1][C:2]([C:3](=[O:4])[c:5]1[cH:6][cH:7][cH:8][c:9]([C:11]([F:12])([F:13])[F:14])[cH:10]1)([F:15])[F:16].[OH2:28].[S:33](=[O:34])(=[O:35])([OH:36])[OH:37]>>[F:1][C:2]([C:3](=[O:4])[c:5]1[cH:6][c:7]([Br:17])[cH:8][c:9]([C:11]([F:12])([F:13])[F:14])[cH:10]1)([F:15])[F:16]. Reactants: [Na] (sodium), CC1CC(NN=C1C=1C=C2C(CC(N(C2=CC1)C)=O)(C)C)=O (6-(5-methyl-3-oxo-2,3,4,5-tetrahydropyridazin-6-yl)-1,4,4-trimethyl-1,2,3,4-tetrahydroquinolin-2-one), C(CCC)Br (butyl bromide). Solvent: CN(C=O)C (dimethylformamide). Run at time 30 minute. Product: C(CCC)N1N=C(C(CC1=O)C)C=1C=C2C(CC(N(C2=CC1)C)=O)(C)C (6-(2-butyl-5-methyl-3-oxo-2,3,4,5-tetrahydropyridazin-6-yl)-1,4,4-trimethyl-1,2,3,4-tetrahydroquinolin-2-one). The yield is 73.0%. RXN SMILES: [CH3:1][CH:2]1[C:7]([C:8]2[CH:9]=[C:10]3[C:15](=[CH:16][CH:17]=2)[N:14]([CH3:18])[C:13](=[O:19])[CH2:12][C:11]3([CH3:21])[CH3:20])=[N:6][NH:5][C:4](=[O:22])[CH2:3]1.[Na].[CH2:24](Br)[CH2:25][CH2:26][CH3:27]>CN(C)C=O>[CH2:24]([N:5]1[C:4](=[O:22])[CH2:3][CH:2]([CH3:1])[C:7]([C:8]2[CH:9]=[C:10]3[C:15](=[CH:16][CH:17]=2)[N:14]([CH3:18])[C:13](=[O:19])[CH2:12][C:11]3([CH3:21])[CH3:20])=[N:6]1)[CH2:25][CH2:26][CH3:27] |^1:22|. Procedure details: To a mixture of 6 g of 6-(5-methyl-3-oxo-2,3,4,5-tetrahydropyridazin-6-yl)-1,4,4-trimethyl-1,2,3,4-tetrahydroquinolin-2-one and 60 ml of dimethylformamide was added 1.8 g of sodium hdyride. After 30 minutes, 4.6 g of butyl bromide was added to the mixture and the whole mixture was stirred for one hour. After completion of the reaction, the mixture was poured into ice-cold water and the precipitated crystals were filtered off and recrystallized from a mixture of ethanol and water to give 5.2 g of...